This data is from the Open Reaction Database (ORD), a public repository of structured organic reaction records. The task is: describe an organic reaction: reactants, conditions, products, and yield Starting materials: C(C1=CC=CC=C1)(C1=CC=C(C=C1)C(C1=CC=CC=C1)=NO)=NO (1,4-Dibenzoylbenzene dioxime), [H][H] (hydrogen). The reagents and catalysts are [Ni] (Raney nickel). Run in C(C)O (ethyl alcohol), N (ammonia). The product is NC(C1=CC=CC=C1)C1=CC=C(C=C1)C(C1=CC=CC=C1)N (1,4-Bis(alpha-aminobenzyl)benzene). Reaction SMILES: [C:1](=[N:23]O)([C:8]1[CH:13]=[CH:12][C:11]([C:14](=[N:21]O)[C:15]2[CH:20]=[CH:19][CH:18]=[CH:17][CH:16]=2)=[CH:10][CH:9]=1)[C:2]1[CH:7]=[CH:6][CH:5]=[CH:4][CH:3]=1.[H][H]>C(O)C.N.[Ni]>[NH2:21][CH:14]([C:11]1[CH:12]=[CH:13][C:8]([CH:1]([NH2:23])[C:2]2[CH:7]=[CH:6][CH:5]=[CH:4][CH:3]=2)=[CH:9][CH:10]=1)[C:15]1[CH:16]=[CH:17][CH:18]=[CH:19][CH:20]=1. Procedure: The dioxime from Step 2 (30 g) is dissolved in ethyl alcohol (300 ml), saturated with ammonia gas and Raney nickel catalyst W-6 (2 g) added. The mixture is subjected to 700 psi hydrogen pressure and heated at 70° for 3 hours. The catalyst is removed by filtration and 220 ml of ethanol is removed by distillation. The pale yellow precipitate is filtered and dried. Yield 28 g (91% of theory) mp 123°-7°. Reactants: COC=1C=C(C=CC1OC)CC(=O)O (3,4-dimethoxyphenylacetic acid), [N+](=O)(O)[O-] (nitric acid). Run at temperature 30 celsius, time 15 minute. Yields the product COC1=CC(=C(C=C1OC)CC(=O)O)[N+](=O)[O-] (4,5-Dimethoxy-2-nitro-phenylacetic acid). As a reaction SMILES: [CH3:1][O:2][C:3]1[CH:4]=[C:5]([CH2:11][C:12]([OH:14])=[O:13])[CH:6]=[CH:7][C:8]=1[O:9][CH3:10].[N+:15]([O-])([OH:17])=[O:16]>>[CH3:10][O:9][C:8]1[C:3]([O:2][CH3:1])=[CH:4][C:5]([CH2:11][C:12]([OH:14])=[O:13])=[C:6]([N+:15]([O-:17])=[O:16])[CH:7]=1. Reported procedure: First, 3,4-dimethoxyphenylacetic acid (49.05 g, 0.25 mol) is added in batches to concentrated nitric acid (500 ml), with cooling, at 30° C. and stirred for a further 15 minutes with cooling. The reaction mixture is poured onto ice water (1.5 liters), the precipitate obtained is suction filtered, washed with ice water until neutral and dried. Yield: 56.4 g. Mp: 209°-211° C. Yield: 90.7%. Solvent: O (water), CN(C)C=O (DMF). Run at time 45 minute. Reactants: C(C)(C)(C)N1C(C2=C(C=C3N2CCC=2C=C(C(=CC32)Br)OC)CCCC1)=O (9-tert-butyl-3-methoxy-2-bromo-5,6,10,11,12,13-hexahydroazocino[4′,3′:4,5]pyrrolo[2,1-a]isoquinolin-8(9H)-one), C1CC(=O)N(C1=O)Br (NBS). Procedure details: A solution of 506 mg of 19d in 4 ml of DMF was treated with 210 mg of NBS. The reaction was stirred for 45 min, then diluted with water, and stirred for an additional 15 min. The white precipitate was filtered and dried, to provide 543 mg of dibromide 25a. RXN SMILES: [C:1]([N:5]1[CH2:26][CH2:25][CH2:24][CH2:23][C:8]2[CH:9]=[C:10]3[C:19]4[CH:18]=[C:17]([Br:20])[C:16]([O:21][CH3:22])=[CH:15][C:14]=4[CH2:13][CH2:12][N:11]3[C:7]=2[C:6]1=[O:27])([CH3:4])([CH3:3])[CH3:2].C1C(=O)N([Br:35])C(=O)C1>CN(C=O)C.O>[C:1]([N:5]1[CH2:26][CH2:25][CH2:24][CH2:23][C:8]2[C:9]([Br:35])=[C:10]3[C:19]4[CH:18]=[C:17]([Br:20])[C:16]([O:21][CH3:22])=[CH:15][C:14]=4[CH2:13][CH2:12][N:11]3[C:7]=2[C:6]1=[O:27])([CH3:4])([CH3:2])[CH3:3]. The product is C(C)(C)(C)N1C(C2=C(C(=C3N2CCC=2C=C(C(=CC32)Br)OC)Br)CCCC1)=O (9-tert-butyl-2,14-dibromo-3-methoxy-5,6,10,11,12,13-hexahydroazocino[4′,3′:4,5]pyrrolo[2,1-a]isoquinolin-8(9H)-one). Starting materials: CC(=O)[O-], CCO, Cc1ccccc1, O=C(c1ccc(Cl)nc1)N1Cc2cccn2Cc2ccccc21, [Na+], [Na+], O=C([O-])[O-], OB(O)c1ccccc1, [Pd+]. Product: O=C(c1ccc(-c2ccccc2)nc1)N1Cc2cccn2Cc2ccccc21. Reaction SMILES: [C:49]([O-:50])(=[O:51])[CH3:52].[CH3:39][CH2:40][OH:41].[CH3:42][c:43]1[cH:44][cH:45][cH:46][cH:47][cH:48]1.[Cl:10][c:11]1[cH:12][cH:13][c:14]([C:17](=[O:18])[N:19]2[CH2:20][c:21]3[n:22]([cH:30][cH:31][cH:32]3)[CH2:23][c:24]3[c:25]2[cH:26][cH:27][cH:28][cH:29]3)[cH:15][n:16]1.[Na+:33].[Na+:34].[O-:35][C:36](=[O:37])[O-:38].[OH:1][B:2]([OH:3])[c:4]1[cH:5][cH:6][cH:7][cH:8][cH:9]1.[Pd+:53]>>[c:4]1(-[c:11]2[cH:12][cH:13][c:14]([C:17](=[O:18])[N:19]3[CH2:20][c:21]4[n:22]([cH:30][cH:31][cH:32]4)[CH2:23][c:24]4[c:25]3[cH:26][cH:27][cH:28][cH:29]4)[cH:15][n:16]2)[cH:5][cH:6][cH:7][cH:8][cH:9]1. Starting materials: C(CCC)OC(=O)C=1SC(=CC1)C(CCC)N1C=NC=C1 (5-[1-(1-imidazolyl)-butyl]-2-thiophene-carboxylic acid butyl ester), [H-].[Al+3].[Li+].[H-].[H-].[H-] (lithium aluminum hydride). The solvent is O1CCCC1 (tetrahydrofuran). The product is N1(C=NC=C1)C(CCC)C1=CC=C(S1)CO (5 -[1-(1-Imidazolyl)-butyl]-thiophene-2-methanol). The yield is 129.7%. Reaction SMILES: C([O:5][C:6]([C:8]1[S:9][C:10]([CH:13]([N:17]2[CH:21]=[CH:20][N:19]=[CH:18]2)[CH2:14][CH2:15][CH3:16])=[CH:11][CH:12]=1)=O)CCC.[H-].[Al+3].[Li+].[H-].[H-].[H-]>O1CCCC1>[N:17]1([CH:13]([C:10]2[S:9][C:8]([CH2:6][OH:5])=[CH:12][CH:11]=2)[CH2:14][CH2:15][CH3:16])[CH:21]=[CH:20][N:19]=[CH:18]1 |f:1.2.3.4.5.6|. Procedure details: 0.2 g of the butyl ester of example 7 is reduced in 3 ml of tetrahydrofuran with 0.2 g of lithium aluminum hydride and worked up in the usual way. 0.2 g of the title compound is obtained as oil. Reactants: FC1=CC=C(C=C1)CC=O (4-fluorophenylacetaldehyde), [OH-].[Na+] (sodium hydroxide), C1(CC=CCC1)C=O (3-cyclohexenecarbaldehyde). Run in O (water), O (water), CO (methanol). Reaction conditions: temperature 10 celsius, time 2 hour. The product is FC1=CC=C(C=C1)/C(/C=O)=C/C1CC=CCC1 (Z-2-(4-fluorophenyl)-3-(3-cyclohexenyl)-propenal). Isolated yield 41.0%. RXN SMILES: [OH-].[Na+].[CH:3]1([CH:9]=O)[CH2:8][CH2:7][CH:6]=[CH:5][CH2:4]1.[F:11][C:12]1[CH:17]=[CH:16][C:15]([CH2:18][CH:19]=[O:20])=[CH:14][CH:13]=1>O.CO>[F:11][C:12]1[CH:17]=[CH:16][C:15](/[C:18](=[CH:9]/[CH:3]2[CH2:8][CH2:7][CH:6]=[CH:5][CH2:4]2)/[CH:19]=[O:20])=[CH:14][CH:13]=1 |f:0.1|. Reported procedure: 5.5 g of sodium hydroxide in 30 ml of water are added to a solution of 40 g of 3-cyclohexenecarbaldehyde in 300 ml of methanol. The reaction mixture is cooled to 10° C., and 49.7 g of 4-fluorophenylacetaldehyde are rapidly added dropwise, the temperature of the solution not exceeding 30° C. After the mixture has been stirred for 2 hours at room temperature, 200 ml of water are added to the colorless reaction solution and the resulting emulsion is extracted by shaking with methyl tert-butyl ether...